From a dataset of the Open Reaction Database (ORD), a public repository of structured organic reaction records. describe an organic reaction: reactants, conditions, products, and yield The reactants are ClN1C(CCC1=O)=O (N-chlorosuccinimide), [N+](=O)([O-])[O-].[NH4+] (ammonium nitrate), OC1=C(C=O)C=CC(=C1)OC (2-Hydroxy-4-methoxy-benzaldehyde). Solvent: C(C)#N (acetonitrile). Reaction conditions: temperature 70 celsius. Yields the product ClC=1C(=CC(=C(C=O)C1)O)OC (5-Chloro-2-hydroxy-4-methoxy-benzaldehyde). The yield is 21.7%. RXN SMILES: [OH:1][C:2]1[CH:9]=[C:8]([O:10][CH3:11])[CH:7]=[CH:6][C:3]=1[CH:4]=[O:5].[Cl:12]N1C(=O)CCC1=O.[N+]([O-])([O-])=O.[NH4+]>C(#N)C>[Cl:12][C:7]1[C:8]([O:10][CH3:11])=[CH:9][C:2]([OH:1])=[C:3]([CH:6]=1)[CH:4]=[O:5] |f:2.3|. Reported procedure: 2-Hydroxy-4-methoxy-benzaldehyde (0.974 g, 6.40 mmol) was dissolved in 10 mL of acetonitrile and treated with N-chlorosuccinimide (0.983 g, 1.15 eq.) and ammonium nitrate (0.102 g, 0.20 eq.), and the mixture was warmed to 70° C. for roughly 5 h. Evaporation of the solvent, followed by flash chromatography (SiO2, heptane/AcOEt=85/15), and direct crystallization from heptane/AcOEt, produced then 0.259 g of the title compound as white crystals.